Dataset: the Open Reaction Database (ORD), a public repository of structured organic reaction records. Task: describe an organic reaction: reactants, conditions, products, and yield The solvent is O (Water), O (water), O (water). Starting materials: S(=O)(=O)([O-])OOS(=O)(=O)[O-].[NH4+].[NH4+] (ammonium persulfate), C(C=C)(=O)N (acrylamide), C(C=C)(=O)O (acrylic acid), [OH-].[Na+] (NaOH). The product is C(C=C)(=O)N.C(C=C)(=O)O (Acrylamide Acrylic Acid). Procedure details: In a reactor similar to Example 1, a monomer mixture containing 622.0 grams of acrylamide, 54.8 grams of acrylic acid, 168.4 grams of 10% NaOH and 182 grams of water was allowed to react with a catalyst mixture containing 1.3 grams of ammonium persulfate in 198 grams of water at refluxing temperature. Water was used as a solvent in amount of 1934.0 grams RXN SMILES: [C:1]([NH2:5])(=[O:4])[CH:2]=[CH2:3].[C:6]([OH:10])(=[O:9])[CH:7]=[CH2:8].[OH-].[Na+].S(OOS([O-])(=O)=O)([O-])(=O)=O.[NH4+].[NH4+]>O>[C:1]([NH2:5])(=[O:4])[CH:2]=[CH2:3].[C:6]([OH:10])(=[O:9])[CH:7]=[CH2:8] |f:2.3,4.5.6,8.9|.